This data is from the Open Reaction Database (ORD), a public repository of structured organic reaction records. The task is: describe an organic reaction: reactants, conditions, products, and yield The reactants are C=CCCC(=O)O, CCOC(C)=O, C(=NC1CCCCC1)=NC1CCCCC1, [N-]=[N+]=NCC1CN2C(=O)CC2O1. Product: C=CCCC(=O)NCC1CN2C(=O)CC2O1. RXN SMILES: [C:13]([CH2:14][CH2:15][CH:16]=[CH2:17])(=[O:18])[OH:19].[CH3:35][CH2:36][O:37][C:38](=[O:39])[CH3:40].[CH:20]1([N:21]=[C:22]=[N:23][CH:24]2[CH2:25][CH2:26][CH2:27][CH2:28][CH2:29]2)[CH2:30][CH2:31][CH2:32][CH2:33][CH2:34]1.[N:1](=[N+:2]=[N-:3])[CH2:4][CH:5]1[CH2:6][N:7]2[C:8](=[O:12])[CH2:9][CH:10]2[O:11]1>>[NH:1]([CH2:4][CH:5]1[CH2:6][N:7]2[C:8](=[O:12])[CH2:9][CH:10]2[O:11]1)[C:13]([CH2:14][CH2:15][CH:16]=[CH2:17])=[O:18]. Reactants: N1(CCOCC1)C(=O)C1=CC=C(C=C1)N1CCC(CC1)N1C[C@H]([C@@H](C1)OCCC)NC(CNC(C1=CC(=CC=C1)C(F)(F)F)=O)=O (rel-N-{2-[((3R,4R)-1-{1-[4-(morpholin-4-ylcarbonyl)phenyl]piperidin-4-yl}-4-propoxypyrrolidin-3-yl)amino]-2-oxoethyl}-3-(trifluoromethyl)benzamide), N1(CCOCC1)C(=O)C1=CC=C(C=C1)N1CCC(CC1)=O (1-[4-(morpholin-4-ylcarbonyl)phenyl]piperidin-4-one). Product: COC1=CC=C(C=C1)N1CCC(CC1)N1C[C@H]([C@@H](C1)OCCC)NC(CNC(C1=CC(=CC=C1)C(F)(F)F)=O)=O (rel-N-[2-({(3R,4R)-1-[1-(4-methoxyphenyl)piperidin-4-yl]-4-propoxypyrrolidin-3-yl}amino)-2-oxoethyl]-3-(trifluoromethyl)benzamide). As a reaction SMILES: N1(C([C:9]2[CH:14]=[CH:13][C:12]([N:15]3[CH2:20][CH2:19][CH:18]([N:21]4[CH2:25][C@@H:24]([O:26][CH2:27][CH2:28][CH3:29])[C@H:23]([NH:30][C:31](=[O:46])[CH2:32][NH:33][C:34](=[O:45])[C:35]5[CH:40]=[CH:39][CH:38]=[C:37]([C:41]([F:44])([F:43])[F:42])[CH:36]=5)[CH2:22]4)[CH2:17][CH2:16]3)=[CH:11][CH:10]=2)=O)CCOCC1.N1(C(C2C=CC(N3CCC(=O)CC3)=CC=2)=O)CC[O:50][CH2:49]C1>>[CH3:49][O:50][C:9]1[CH:10]=[CH:11][C:12]([N:15]2[CH2:16][CH2:17][CH:18]([N:21]3[CH2:25][C@@H:24]([O:26][CH2:27][CH2:28][CH3:29])[C@H:23]([NH:30][C:31](=[O:46])[CH2:32][NH:33][C:34](=[O:45])[C:35]4[CH:40]=[CH:39][CH:38]=[C:37]([C:41]([F:44])([F:43])[F:42])[CH:36]=4)[CH2:22]3)[CH2:19][CH2:20]2)=[CH:13][CH:14]=1. Procedure: The title compound was synthesized in similar fashion to rel-N-{2-[((3R,4R)-1-{1-[4-(morpholin-4-ylcarbonyl)phenyl]piperidin-4-yl}-4-propoxypyrrolidin-3-yl)amino]-2-oxoethyl}-3-(trifluoromethyl)benzamide substituting 1-(4-methoxyphenyl)piperidin-4-one for 1-[4-(morpholin-4-ylcarbonyl)phenyl]piperidin-4-one and was isolated as a white solid. 1H-NMR (CDCl3) δ: 0.91 (m, J=7.2 Hz, 3H), 1.52-1.74 (m, 4H), 1.93-1.96 (m, 2H), 2.27-2.44 (m, 2H), 2.62-2.69 (m, 2H), 2.78-2.93 (m, 2H), 3.36-3.51 (m, 4H), 3... Starting materials: ClCC1=C(C(=O)C2=C(C(=C(N2C)CC(=O)OCC)C(=O)OCC)O)C=CC=C1 (Ethyl 5-[o-(chloromethyl)benzoyl]-3-ethoxycarbonyl-4-hydroxy-1-methylpyrrole-2-acetate), [H-].[Na+] (sodium hydride), O (water). Run in CN(C)C=O (DMF). Reaction conditions: time 1 hour. Product: C(C)OC(=O)C=1C2=C(N(C1CC(=O)OCC)C)C(C1=C(CO2)C=CC=C1)=O (ethyl 5,10-dihydro-3-ethoxycarbonyl-1-methyl-10-oxo-1H-[2]benzoxepino[4,3-b]pyrrole-2-acetate). The yield is 88.9%. Reaction SMILES: Cl[CH2:2][C:3]1[CH:28]=[CH:27][CH:26]=[CH:25][C:4]=1[C:5]([C:7]1[N:11]([CH3:12])[C:10]([CH2:13][C:14]([O:16][CH2:17][CH3:18])=[O:15])=[C:9]([C:19]([O:21][CH2:22][CH3:23])=[O:20])[C:8]=1[OH:24])=[O:6].[H-].[Na+].O>CN(C=O)C>[CH2:22]([O:21][C:19]([C:9]1[C:8]2[O:24][CH2:2][C:3]3[CH:28]=[CH:27][CH:26]=[CH:25][C:4]=3[C:5](=[O:6])[C:7]=2[N:11]([CH3:12])[C:10]=1[CH2:13][C:14]([O:16][CH2:17][CH3:18])=[O:15])=[O:20])[CH3:23] |f:1.2|. Procedure details: Ethyl 5-[o-(chloromethyl)benzoyl]-3-ethoxycarbonyl-4-hydroxy-1-methylpyrrole-2-acetate (525 mg, 1.29 mmol) is suspended in 5 ml dry DMF under nitrogen followed by subsequent addition of sodium hydride (68 mg, 1.42 mmol, 50% dispersion in oil). Gas is evolved and the reaction turns dark brown. The mixture is stirred for one hour, then the solution is poured into water (50 ml). Upon agitation, a solid separates which is filtered and dried. The crude material is recrystallized from ethanol to give ... The reactants are [OH-].[Na+] (NaOH), C(#N)C1=CC(=C(CNC2=NC(=NC=C2)NC=2C=NN(C2)CC(=O)NC(C)C)C(=C1)F)F (2-(4-((4-((4-cyano-2,6-difluorobenzyl)amino)pyrimidin-2-yl)amino)-1H-pyrazol-1-yl)-N-isopropylacetamide), C1CCOC1.CO (THF MeOH), Cl (hydrochloric acid). Reaction conditions: time 8 hour. Yields the product FC=1C=C(C(=O)O)C=C(C1CNC1=NC(=NC=C1)NC=1C=NN(C1)C)F (3,5-difluoro-4-(((2-((1-methyl-1H-pyrazol-4-yl)amino)pyrimidin-4-yl)amino)methyl)benzoic acid). RXN SMILES: [OH-:1].[Na+].C([C:5]1[CH:31]=[C:30]([F:32])[C:8]([CH2:9][NH:10][C:11]2[CH:16]=[CH:15][N:14]=[C:13]([NH:17][C:18]3[CH:19]=[N:20][N:21]([CH2:23]C(NC(C)C)=O)[CH:22]=3)[N:12]=2)=[C:7]([F:33])[CH:6]=1)#N.Cl.C1[CH2:39][O:38]CC1.CO>>[F:32][C:30]1[CH:31]=[C:5]([CH:6]=[C:7]([F:33])[C:8]=1[CH2:9][NH:10][C:11]1[CH:16]=[CH:15][N:14]=[C:13]([NH:17][C:18]2[CH:19]=[N:20][N:21]([CH3:23])[CH:22]=2)[N:12]=1)[C:39]([OH:38])=[O:1] |f:0.1,4.5|. Procedure details: 2M NaOH(aq) (2 mL, 4 mmol) was added to a stirred mixture of methyl 3,5-difluoro-4-(((2-((1-methyl-1H-pyrazol-4-yl)amino)pyrimidin-4-yl)amino)methyl)benzoate (370 mg, 1 mmol, prepared by Procedure A) in 3:1 v/v THF/MeOH (40 mL) and the reaction was stirred at room temperature overnight. The mixture was neutralized with 1M hydrochloric acid and concentrated in vacuo to afford 3,5-difluoro-4-(((2-((1-methyl-1H-pyrazol-4-yl)amino)pyrimidin-4-yl)amino)methyl)benzoic acid (theoretically 360 mg) which... The reactants are FC(C1=CC(=C(C=C1)N)N)(F)F (4-trifluoromethyl-1,2-phenylenediamine), ClC1=CC=C(C=C1)C1CC(=O)OC(C1)=O (3-(4-chlorophenyl)glutaric anhydride). The product is ClC1=CC=C(C=C1)C(CC(=O)O)CC=1NC2=C(N1)C=CC(=C2)C(F)(F)F.Cl (3-(4-chlorophenyl)-4-(5-trifluoromethyl-2-benzimidazolyl)butanoic acid•HCl). As a reaction SMILES: [F:1][C:2]([F:12])([F:11])[C:3]1[CH:8]=[CH:7][C:6]([NH2:9])=[C:5]([NH2:10])[CH:4]=1.[Cl:13][C:14]1[CH:19]=[CH:18][C:17]([CH:20]2[CH2:26][C:25](=O)[O:24][C:22](=[O:23])[CH2:21]2)=[CH:16][CH:15]=1>>[Cl:13][C:14]1[CH:15]=[CH:16][C:17]([CH:20]([CH2:26][C:25]2[NH:10][C:5]3[CH:4]=[C:3]([C:2]([F:11])([F:12])[F:1])[CH:8]=[CH:7][C:6]=3[N:9]=2)[CH2:21][C:22]([OH:24])=[O:23])=[CH:18][CH:19]=1.[ClH:13] |f:2.3|. Reported procedure: By a procedure similar to that of example 1.4, starting from commercial 4-trifluoromethyl-1,2-phenylenediamine and 3-(4-chlorophenyl)glutaric anhydride, 3-(4-chlorophenyl)-4-(5-trifluoromethyl-2-benzimidazolyl)butanoic acid•HCl was obtained as colourless solid. Yield: 83.7%. Reactants: CC1(CC(C=2C(=C(NC2C1)C(=O)O)CC)=O)C (6,6-dimethyl-3-ethyl-4-oxo-4,5,6,7-tetrahydro- 1H-indole-2-carboxylic acid), O (water). Conditions: temperature 100 celsius, time 2 hour. RXN SMILES: [CH3:1][C:2]1([CH3:17])[CH2:10][C:9]2[NH:8][C:7](C(O)=O)=[C:6]([CH2:14][CH3:15])[C:5]=2[C:4](=[O:16])[CH2:3]1.O>C(O)(=O)C.Cl>[CH3:17][C:2]1([CH3:1])[CH2:10][C:9]2[NH:8][CH:7]=[C:6]([CH2:14][CH3:15])[C:5]=2[C:4](=[O:16])[CH2:3]1. Solvent: C(C)(=O)O (acetic acid), Cl (hydrochloric acid). The product is CC1(CC(C=2C(=CNC2C1)CC)=O)C (6,6-Dimethyl-3-ethyl-4,5,6,7-tetrahydro-1H-indol-4-one). Reported procedure: A suspension of 6,6-dimethyl-3-ethyl-4-oxo-4,5,6,7-tetrahydro- 1H-indole-2-carboxylic acid (2.5 g, 0.011 mol) in acetic acid (12 mL) and hydrochloric acid (10M; 0.64 mL) was heated at 100° C. for 45 min. After this time water (50 mL) was added, the cooling bath removed and the solution stirred at room temperature for 2 h. The precipitate was collected by filtration and the title pyrrole (1.76 g, 87%) isolated as a colourless solid. mp. 150° C.-152° C. C12H17NO requires: C, 75.35; H, 8.96; N, 7.3... Product: C(C)(C)(C)C1=CC=C(C(=O)O)C=C1 (4-t-butylbenzoic acid). Run in C(C)(=O)O (acetic acid). Reaction SMILES: [C:1]([C:5]1C=CC(C)=CC=1)(C)([CH3:3])[CH3:2].ON1[C:17](=[O:18])[C:16]2=[CH:19][CH:20]=[CH:21][CH:22]=[C:15]2C1=O.[O:24]=O>C(O)(=O)C>[C:1]([C:21]1[CH:22]=[CH:15][C:16]([C:17]([OH:18])=[O:24])=[CH:19][CH:20]=1)([CH3:5])([CH3:3])[CH3:2]. Yield: 88.0%. Procedure details: To 25 milliliters of acetic acid were added 1.49 grams (10 millimoles) of 4-t-butyl-1-methylbenzene, 0.16 gram (1 millimole) of N-hydroxyphthalimide and 0.018 gram (0.05 millimole) of acetylacetonatocobalt(III) Co(AA)3, and the resultant mixture was stirred in an oxygen atmosphere at 100° C. for 6 hours. With a transformation rate of 95%, 4-t-butyl-1-methylbenzene was transformed into 4-t-butylbenzoic acid (yield 88%). The reactants are resultant mixture, O=O (oxygen), C(C)(C)(C)C1=CC=C(C=C1)C (4-t-butyl-1-methylbenzene), ON1C(C=2C(C1=O)=CC=CC2)=O (N-hydroxyphthalimide), Co(AA)3, C(C)(C)(C)C1=CC=C(C=C1)C (4-t-butyl-1-methylbenzene).